This data is from the Open Reaction Database (ORD), a public repository of structured organic reaction records. The task is: describe an organic reaction: reactants, conditions, products, and yield Reactants: NC=1C=C2NC(C(N(C2=CC1[N+](=O)[O-])CC)=O)=O (6-amino-1-ethyl-7-nitro-2,3(1H,4H)-quinoxalinedione), COC1OC(CC1)OC (2,5-dimethoxytetrahydrofuran), C1(=CC=C(C=C1)S(=O)(=O)O)C (p-toluenesulfonic acid). Run in CN(C=O)C (dimethylformamide), C1(=CC=CC=C1)C (toluene). Yields the product C(C)N1C(C(NC2=CC(=C(C=C12)[N+](=O)[O-])N1C=CC=C1)=O)=O (1-Ethyl-7-nitro-6-(1-pyrrolyl)-2,3(1H,4H)-quinoxalinedione). The yield is 374.7%. RXN SMILES: [NH2:1][C:2]1[CH:3]=[C:4]2[C:9](=[CH:10][C:11]=1[N+:12]([O-:14])=[O:13])[N:8]([CH2:15][CH3:16])[C:7](=[O:17])[C:6](=[O:18])[NH:5]2.CO[CH:21]1[CH2:25][CH2:24][CH:23](OC)O1.C1(C)C=CC(S(O)(=O)=O)=CC=1>CN(C)C=O.C1(C)C=CC=CC=1>[CH2:15]([N:8]1[C:9]2[C:4](=[CH:3][C:2]([N:1]3[CH:21]=[CH:25][CH:24]=[CH:23]3)=[C:11]([N+:12]([O-:14])=[O:13])[CH:10]=2)[NH:5][C:6](=[O:18])[C:7]1=[O:17])[CH3:16]. Reported procedure: 4.0 g (16 mmol) of 6-amino-1-ethyl-7-nitro-2,3(1H,4H)-quinoxalinedione, 2.4 g (18 mmol) of 2,5-dimethoxytetrahydrofuran and a spatula tip of p-toluenesulfonic acid were refluxed in a mixture of 50 ml of dimethylformamide and 50 ml of toluene with a water trap for 3 h. The mixture was then concentrated under reduced pressure, and the residue was treated with methanol. The precipitate was filtered off with suction to yield 18 g (3%) of the product. Melting point 248°-250° C. Starting materials: CC1(C(N(C2=CC=CC=C12)C1CCN(CC1)C([C@H](CCC1=CC=CC=C1)N(S(=O)(=O)C1=C(C=CC=C1)[N+](=O)[O-])C)=O)=O)C ((S)—N-(1-(4-(3,3-dimethyl-2-oxoindolin-1-yl)piperidin-1-yl)-1-oxo-4-phenylbutan-2-yl)-N-methyl-2-nitrobenzenesulfonamide), SCC(=O)O (mercaptoacetic acid), O.[OH-].[Li+] (lithium hydroxide monohydrate). Solvent: CN(C=O)C (dimethyl formamide), C(C)(=O)OCC (ethyl acetate), C(O)([O-])=O.[Na+] (sodium hydrogen carbonate). Conditions: time 16 hour. Product: CC1(C(N(C2=CC=CC=C12)C1CCN(CC1)C([C@H](CCC1=CC=CC=C1)NC)=O)=O)C ((S)-3,3-dimethyl-1-(1-(2-(methylamino)-4-phenylbutanoyl)piperidin-4-yl)indolin-2-one). Yield: 27.8%. As a reaction SMILES: [CH3:1][C:2]1([CH3:43])[C:10]2[C:5](=[CH:6][CH:7]=[CH:8][CH:9]=2)[N:4]([CH:11]2[CH2:16][CH2:15][N:14]([C:17](=[O:41])[C@@H:18]([N:27]([CH3:40])S(C3C=CC=CC=3[N+]([O-])=O)(=O)=O)[CH2:19][CH2:20][C:21]3[CH:26]=[CH:25][CH:24]=[CH:23][CH:22]=3)[CH2:13][CH2:12]2)[C:3]1=[O:42].SCC(O)=O.O.[OH-].[Li+]>CN(C)C=O.C(OCC)(=O)C.C(=O)([O-])O.[Na+]>[CH3:1][C:2]1([CH3:43])[C:10]2[C:5](=[CH:6][CH:7]=[CH:8][CH:9]=2)[N:4]([CH:11]2[CH2:12][CH2:13][N:14]([C:17](=[O:41])[C@@H:18]([NH:27][CH3:40])[CH2:19][CH2:20][C:21]3[CH:26]=[CH:25][CH:24]=[CH:23][CH:22]=3)[CH2:15][CH2:16]2)[C:3]1=[O:42] |f:2.3.4,7.8|. Reported procedure: To a solution of (S)—N-(1-(4-(3,3-dimethyl-2-oxoindolin-1-yl)piperidin-1-yl)-1-oxo-4-phenylbutan-2-yl)-N-methyl-2-nitrobenzenesulfonamide (3.30 g, with triphenylphosphineoxide as impurity, EXAMPLE 73, Step 2) in dimethyl formamide (10 mL) were added mercaptoacetic acid (491 mg, 5.33 mmol) and lithium hydroxide monohydrate (447 mg, 10.7 mmol) at room temperature. After stirring for 16 h, the mixture was diluted with ethyl acetate and saturated sodium hydrogen carbonate aqueous solution. The organ... The reactants are C(CCC)[SnH](CCCC)CCCC (Tri-n-butyltin hydride), N(=NC(C#N)(C)C)C(C#N)(C)C (2,2′-azobisisobutyronitrile), C(C=C)OC(=O)N1C[C@@H](C[C@H]1C(OC(=S)SC)C1=CN2C(S1)=CN=C2Cl)O[Si](C)(C)C(C)(C)C ((3R,5S)-1-allyloxycarbonyl-3-t-butyldimethylsilyloxy-5-[1-(5-chloroimidazo[5,1-b]thiazol-2-yl)-1-(methylthiothiocarbonyloxy)methyl]pyrrolidine). As a reaction SMILES: C([SnH](CCCC)CCCC)CCC.N(C(C)(C)C#N)=NC(C)(C)C#N.[CH2:26]([O:29][C:30]([N:32]1[C@H:36]([CH:37]([C:43]2[S:47][C:46]3=[CH:48][N:49]=[C:50]([Cl:51])[N:45]3[CH:44]=2)OC(SC)=S)[CH2:35][C@@H:34]([O:52][Si:53]([C:56]([CH3:59])([CH3:58])[CH3:57])([CH3:55])[CH3:54])[CH2:33]1)=[O:31])[CH:27]=[CH2:28]>C1(C)C=CC=CC=1.C(OCC)(=O)C>[CH2:26]([O:29][C:30]([N:32]1[C@H:36]([CH2:37][C:43]2[S:47][C:46]3=[CH:48][N:49]=[C:50]([Cl:51])[N:45]3[CH:44]=2)[CH2:35][C@@H:34]([O:52][Si:53]([C:56]([CH3:59])([CH3:58])[CH3:57])([CH3:54])[CH3:55])[CH2:33]1)=[O:31])[CH:27]=[CH2:28]. Procedure: Tri-n-butyltin hydride (1.8 ml) and 147 mg of 2,2′-azobisisobutyronitrile are added to a solution of 2.520 g of (3R,5S)-1-allyloxycarbonyl-3-t-butyldimethylsilyloxy-5-[1-(5-chloroimidazo[5,1-b]thiazol-2-yl)-1-(methylthiothiocarbonyloxy)methyl]pyrrolidine (a diastereomer mixture) in 22.5 ml of dry toluene, and the mixture is stirred in an argon atmosphere at an external temperature of 80° C. for 90 min. The reaction solution is diluted with 200 ml of ethyl acetate, washed with semi-saturated sali... Conditions: temperature 80 celsius, time 90 minute. The product is C(C=C)OC(=O)N1C[C@@H](C[C@H]1CC1=CN2C(S1)=CN=C2Cl)O[Si](C)(C)C(C)(C)C ((3R,5s)-1-allyloxycarbonyl-3-t-butyldimethylsilyloxy-5-(5-chloroimidazo[5,1-b]thiazol-2-yl)methylpyrrolidine). Yield: 71.8%. The solvent is C1(=CC=CC=C1)C (toluene), C(C)(=O)OCC (ethyl acetate). The reactants are ClC=1N=C(C2=CC=CC(=C2C1)[N+](=O)[O-])C (3-chloro-1-methyl-5-nitroisoquinoline), [BH4-].[Na+] (sodium borohydride). Reagents/catalysts: O.[Ni](Cl)Cl (nickel (11) chloride hydrate). Solvent: O1CCOCC1 (dioxane), CO (MeOH). Reaction conditions: time 2 hour. Yields the product NC1=C2C=C(N=C(C2=CC=C1)C)Cl (5-Amino-3-chloro-1-methylisoquinoline). As a reaction SMILES: [Cl:1][C:2]1[N:3]=[C:4]([CH3:15])[C:5]2[C:10]([CH:11]=1)=[C:9]([N+:12]([O-])=O)[CH:8]=[CH:7][CH:6]=2.[BH4-].[Na+]>O1CCOCC1.CO.O.[Ni](Cl)Cl>[NH2:12][C:9]1[CH:8]=[CH:7][CH:6]=[C:5]2[C:10]=1[CH:11]=[C:2]([Cl:1])[N:3]=[C:4]2[CH3:15] |f:1.2,5.6|. Procedure details: To a solution of 3-chloro-1-methyl-5-nitroisoquinoline (2.0 g, 9.0 mmol) in dioxane (48 mL) and MeOH (10 mL) was added nickel (11) chloride hydrate (66 mg, 0.4 mmol), followed by sodium borohydride (0.7 g, 18 mmol). After stirring for two hours, the mixture was quenched by the addition of water (30 mL). The mixture was extracted with EtOAc, then the combined organics were washed with 10% NH4OH (aq) then saturated NaCl (aq). The organics were dried over Na2SO4, filtered, and concentrated. The res...